This data is from the Open Reaction Database (ORD), a public repository of structured organic reaction records. The task is: describe an organic reaction: reactants, conditions, products, and yield The reactants are O1CCCC1.O1CCCC1.O1CCCC1.[Cl-].[Cl-].[Cl-].[Cr+3] (chromium trichloride tris(tetrahydrofuran)), C(CCC)[Li] (n-butyllithium), CCCCCC (hexane), C1C=C(C2=CC=CC=C12)C1=C(C=CC=C1)CC1=NC=CC=C1 ([2-(1H-inden-3-yl)(phenyl)methyl]pyridine). Run in O1CCCC1 (tetrahydrofuran). Conditions: temperature -100 celsius, time 1 hour. Yields the product [Cl-].[Cl-].N1=C(C=CC=C1)C(C1=CC=CC=C1)C1=CC(C2=CC=CC=C12)[Cr+2] ((3-(2-pyridyl-1-phenylmethyl)indenyl)chromium dichloride). RXN SMILES: [CH2:1]1C2C(=CC=CC=2)[C:3]([C:10]2[CH:15]=[CH:14][CH:13]=[CH:12][C:11]=2[CH2:16][C:17]2[CH:22]=[CH:21][CH:20]=[CH:19][N:18]=2)=[CH:2]1.C([Li])CCC.[CH3:28][CH2:29][CH2:30][CH2:31][CH2:32][CH3:33].O1CCCC1.O1CCCC1.O1CCCC1.[Cl-:49].[Cl-].[Cl-].[Cr+3:52]>O1CCCC1>[Cl-:49].[Cl-:49].[N:18]1[CH:19]=[CH:20][CH:21]=[CH:22][C:17]=1[CH:16]([C:11]1[C:1]2[C:14](=[CH:15][CH:10]=[CH:3][CH:2]=2)[CH:13]([Cr+2:52])[CH:12]=1)[C:30]1[CH:29]=[CH:28][CH:33]=[CH:32][CH:31]=1 |f:3.4.5.6.7.8.9,11.12.13|. Reported procedure: A solution of 4.63 g (0.016 mol) of [2-(1H-inden-3-yl)(phenyl)methyl]pyridine in 60 ml of tetrahydrofuran was cooled to −100° C. 11 ml of a 15% strength n-butyllithium solution in hexane (0.016 mol) were slowly added dropwise. After the addition was complete, the reaction mixture was stirred at −100° C. for a further one hour. The mixture was subsequently allowed to warm to room temperature. After stirring for a further one hour, the solution was cooled to −60° C. and 6.15 g (0.016 mol) of chrom... Starting materials: FC1=CC=C2C(C(=CN(C2=C1)C)C1=NN=NN1C)=O (7-fluoro-1-methyl-3-(1-methyl-1H-tetrazol-5-yl)-4-quinolone), [C-]#N.[Na+] (sodium cyanide), crown ether. Run in C(C)#N (acetonitrile). Run at time 70 hour. Product: C(#N)C1=CC=C2C(C(=CN(C2=C1)C)C1=NN=NN1C)=O (7-cyano-1-methyl-3-(1-methyl-1H-tetrazol-5-yl)-4-quinolone). RXN SMILES: F[C:2]1[CH:11]=[C:10]2[C:5]([C:6](=[O:19])[C:7]([C:13]3[N:17]([CH3:18])[N:16]=[N:15][N:14]=3)=[CH:8][N:9]2[CH3:12])=[CH:4][CH:3]=1.[C-:20]#[N:21].[Na+]>C(#N)C>[C:20]([C:2]1[CH:11]=[C:10]2[C:5]([C:6](=[O:19])[C:7]([C:13]3[N:17]([CH3:18])[N:16]=[N:15][N:14]=3)=[CH:8][N:9]2[CH3:12])=[CH:4][CH:3]=1)#[N:21] |f:1.2|. Reported procedure: A mixture of 7-fluoro-1-methyl-3-(1-methyl-1H-tetrazol-5-yl)-4-quinolone (5.25 g), sodium cyanide (1.0 g), crown ether (18-crown-6, 5.4 g) and acetonitrile (200 ml) was stirred and boiled under reflux for 79 hours, left at ambient temperature for 70 hours, and boiled under reflux for 24 hours. The mixture was cooled and filtered. The residue was boiled with industrial methylated spirit (200 ml) and the mixture filtered while hot. The residue was further extracted twice with boiling 50% aqueous i... Run in CCOCC (Et2O). RXN SMILES: [CH2:1]([C@@H:4]1[CH2:9][C@H:8]([C:10]2[CH:15]=[CH:14][CH:13]=[C:12]([Cl:16])[CH:11]=2)[C@@H:7]([C:17]2[CH:22]=[CH:21][C:20]([Cl:23])=[CH:19][CH:18]=2)[N:6]([C@@H:24]([CH2:29][CH3:30])[C:25](OC)=[O:26])[C:5]1=[O:31])[CH:2]=[CH2:3].[BH4-].[Li+]>CCOCC>[CH2:1]([C@@H:4]1[CH2:9][C@H:8]([C:10]2[CH:15]=[CH:14][CH:13]=[C:12]([Cl:16])[CH:11]=2)[C@@H:7]([C:17]2[CH:18]=[CH:19][C:20]([Cl:23])=[CH:21][CH:22]=2)[N:6]([C@@H:24]([CH2:29][CH3:30])[CH2:25][OH:26])[C:5]1=[O:31])[CH:2]=[CH2:3] |f:1.2|. Starting materials: C(C=C)[C@H]1C(N([C@@H]([C@H](C1)C1=CC(=CC=C1)Cl)C1=CC=C(C=C1)Cl)[C@H](C(=O)OC)CC)=O ((S)-Methyl 2-((3R,5R,6S)-3-allyl-5-(3-chlorophenyl)-6-(4-chlorophenyl)-2-oxopiperidin-1-yl)butanoate), [BH4-].[Li+] (lithium borohydride). Yields the product C(C=C)[C@H]1C(N([C@@H]([C@H](C1)C1=CC(=CC=C1)Cl)C1=CC=C(C=C1)Cl)[C@H](CO)CC)=O ((3R,5R,6S)-3-allyl-5-(3-chlorophenyl)-6-(4-chlorophenyl)-1-((S)-1-hydroxybutan-2-yl)piperidin-2-one). Reported procedure: To a solution of 710 mg (1.542 mmol) (S)-methyl 2-((3R,5R,6S)-3-allyl-5-(3-chlorophenyl)-6-(4-chlorophenyl)-2-oxopiperidin-1-yl)butanoate (Example 126, Step A) in Et2O (15 mL) was added lithium borohydride (67.2 mg, 3.08 mmol) at 0° C. Evolution of gas was observed. The resulting white slurry was stirred at 0° C. for 60 min. The mixture was quenched with ice cold 1 M HCl. Evolution of gas was observed. The mixture was warmed to room temperature and extracted with EtOAc. The organic layer was was... Reaction conditions: temperature 0 celsius, time 60 minute. Reactants: BrCC(=O)OC1=CC=CC=C1 (Phenyl bromoacetate), C(C(O)C)(=O)[O-].C[N+](C)(C)C (tetramethylammonium lactate). Run in CN(C=O)C (dimethylformamide). Yields the product C(C(O)C)(=O)OCC(OC1=CC=CC=C1)=O (2-Oxo-2-phenoxyethyl Lactate). Isolated yield 31.0%. As a reaction SMILES: Br[CH2:2][C:3]([O:5][C:6]1[CH:11]=[CH:10][CH:9]=[CH:8][CH:7]=1)=[O:4].[C:12]([O-:17])(=[O:16])[CH:13]([CH3:15])[OH:14].C[N+](C)(C)C>CN(C)C=O>[C:12]([O:17][CH2:2][C:3](=[O:4])[O:5][C:6]1[CH:11]=[CH:10][CH:9]=[CH:8][CH:7]=1)(=[O:16])[CH:13]([CH3:15])[OH:14] |f:1.2|. Reported procedure: Phenyl bromoacetate (45.0 g, 0.209 mol) was added to a stirring solution of tetramethylammonium lactate (40.7 g of an 88% aq soln, 1.05 eq) in 50 mL of dimethylformamide at room temperature. The resulting tetramethylammonium bromide which separated from the reaction mixture as a solid was removed by filtration and washed with ethyl acetate. The dimethylformamide and ethyl acetate solutions were combined and washed with a NaHCO3 /brine solution, the separated aqueous phase was extracted with CH2C... The reactants are C#CC(C)(C)N(CC)CC, Nc1ccc(Oc2ccnc3cc(I)sc23)c(F)c1. Yields the product CCN(CC)C(C)(C)C#Cc1cc2nccc(Oc3ccc(N)cc3F)c2s1. RXN SMILES: [CH2:1]([CH3:2])[N:3]([C:4]([CH3:5])([C:6]#[CH:7])[CH3:8])[CH2:9][CH3:10].[F:11][c:12]1[cH:13][c:14]([NH2:15])[cH:16][cH:17][c:18]1[O:19][c:20]1[c:21]2[c:22]([n:23][cH:24][cH:25]1)[cH:26][c:27]([I:29])[s:28]2>>[CH2:1]([CH3:2])[N:3]([C:4]([CH3:5])([C:6]#[C:7][c:27]1[cH:26][c:22]2[c:21]([c:20]([O:19][c:18]3[c:12]([F:11])[cH:13][c:14]([NH2:15])[cH:16][cH:17]3)[cH:25][cH:24][n:23]2)[s:28]1)[CH3:8])[CH2:9][CH3:10]. The reactants are C(C)OC1(CC1)C1=C(C=C(C=C1)C#C)C(=C)C (1-(1-ethoxycyclopropyl)-4-ethynyl-2-isopropenylbenzene), C(C)OC1(CC1)C1=C(C=C(C=C1)C#C)C(=C)C (1-(1-ethoxycyclopropyl)-4-ethynyl-2-isopropenylbenzene), C(C)OC(C1=CC=C(C=C1)I)=O (ethyl-4-iodo-benzoate), C(C)OC(C1=CC=C(C=C1)I)=O (ethyl-4-iodo-benzoate). Reagents/catalysts: [Cu]I (copper(I)iodide), Cl[Pd]([P](C1=CC=CC=C1)(C2=CC=CC=C2)C3=CC=CC=C3)([P](C4=CC=CC=C4)(C5=CC=CC=C5)C6=CC=CC=C6)Cl (Dichlorobis(triphenylphosphine)-palladium(II)). Solvent: C(C)N(CC)CC (triethylamine). Conditions: time 8 hour. The product is EtOAc-hexanes, C(C)OC1(CC1)C1=C(C=C(C=C1)C#CC1=CC=C(C(=O)OCC)C=C1)C(C)C (Ethyl 4-[4-(1-ethoxycyclopropyl)-3-isopropyl-phenylethynyl]-benzoate). Yield: 33.8%. RXN SMILES: [CH2:1]([O:3][C:4]1([C:7]2[CH:12]=[CH:11][C:10]([C:13]#[CH:14])=[CH:9][C:8]=2[C:15]([CH3:17])=[CH2:16])[CH2:6][CH2:5]1)[CH3:2].[CH2:18]([O:20][C:21](=[O:29])[C:22]1[CH:27]=[CH:26][C:25](I)=[CH:24][CH:23]=1)[CH3:19]>C(N(CC)CC)C.[Cu]I.Cl[Pd](Cl)([P](C1C=CC=CC=1)(C1C=CC=CC=1)C1C=CC=CC=1)[P](C1C=CC=CC=1)(C1C=CC=CC=1)C1C=CC=CC=1>[CH2:1]([O:3][C:4]1([C:7]2[CH:12]=[CH:11][C:10]([C:13]#[C:14][C:25]3[CH:26]=[CH:27][C:22]([C:21]([O:20][CH2:18][CH3:19])=[O:29])=[CH:23][CH:24]=3)=[CH:9][C:8]=2[CH:15]([CH3:17])[CH3:16])[CH2:6][CH2:5]1)[CH3:2] |^1:41,60|. Procedure: Using General Procedure F; 1-(1-ethoxycyclopropyl)-4-ethynyl-2-isopropenylbenzene (Intermediate 103, 50.0 mg, 0.22 mmol) and ethyl-4-iodo benzoate (Reagent A, 60.0 mg, 0.22 mmol) in triethylamine (5 mL) was treated with copper(I)iodide (14.0 mg, 0.07 mmol) and sparged with argon for 5 minutes. Dichlorobis(triphenylphosphine)-palladium(II) (51 mg, 0.07 mmol) was added and the reaction mixture was stirred overnight at room temperature. Column chromatography (1-2% EtOAc-hexanes) afforded 28.0 mg (3... Reactants: O1C(OCC1)C=1C=C(C=CC1OC)N1N=NN=C1S(=O)(=O)C (1-(3-[1,3]Dioxolan-2-yl-4-methoxy-phenyl)-5-methanesulfonyl-1H-tetrazole), C([O-])(O)=O.[Na+] (sodium bicarbonate). Solvent: [Cl-].[Na+].O (brine), O1CCCC1 (tetrahydrofuran), Cl (hydrochloric acid). The product is CS(=O)(=O)C1=NN=NN1C=1C=CC(=C(C=O)C1)OC (5-(5-Methanesulfonyl-tetrazol-1-yl)-2-methoxy-benzaldehyde). Yield: 44.4%. As a reaction SMILES: [O:1]1CCO[CH:2]1[C:6]1[CH:7]=[C:8]([N:14]2[C:18]([S:19]([CH3:22])(=[O:21])=[O:20])=[N:17][N:16]=[N:15]2)[CH:9]=[CH:10][C:11]=1[O:12][CH3:13].C(=O)(O)[O-].[Na+]>O1CCCC1.Cl.[Cl-].[Na+].O>[CH3:22][S:19]([C:18]1[N:14]([C:8]2[CH:9]=[CH:10][C:11]([O:12][CH3:13])=[C:6]([CH:7]=2)[CH:2]=[O:1])[N:15]=[N:16][N:17]=1)(=[O:20])=[O:21] |f:1.2,5.6.7|. Reported procedure: 1-(3-[1,3]Dioxolan-2-yl-4-methoxy-phenyl)-5-methanesulfonyl-1H-tetrazole (800 mg) in tetrahydrofuran (13 ml) and hydrochloric acid (2N, 7.5 ml) was stirred at room temperature for 1.5 h. The solution was basified with sodium bicarbonate solution (8%), saturated with brine (50 ml), extracted with ether (3×50 ml), dried (N2SO4) and evaporated to give the title compound as an orange solid (307 mg). T.l.c. (Ethyl acetate/cyclohexane (1:1)), Rf=0.5